From a dataset of the Open Reaction Database (ORD), a public repository of structured organic reaction records. describe an organic reaction: reactants, conditions, products, and yield Starting materials: Cl.N1=C(C=CC=C1)N(C(=O)C1=CC2=C(N(C(=N2)CNC2=C(C=C(C=C2)C(N)=N)OC)C)C=C1)CCC(=O)OCC (1-methyl-2-[N-(4-amidino-2-methoxyphenyl)aminomethyl]benzimidazol-5-yl-carboxylic acid-N-(2-pyridyl)-N-(2-ethoxycarbonylethyl)amide hydrochloride), ClC(=O)OCC (ethyl chloroformate), C31H35N7O6. The solvent is ClCCl.C(C)O (dichloromethane ethanol). The product is N1=C(C=CC=C1)N(C(=O)C1=CC2=C(N(C(=N2)CNC2=C(C=C(C=C2)C(NC(=O)OCC)=N)OC)C)C=C1)CCC(=O)OCC (1-Methyl-2-[N-(4-ethoxycarbonylamidino-2-methoxyphenyl)aminomethyl]benzimidazol-5-yl-carboxylic acid-N-(2-pyridyl)-N-(2-ethoxycarbonylethyl)amide). The yield is 43.0%. RXN SMILES: Cl.[N:2]1[CH:7]=[CH:6][CH:5]=[CH:4][C:3]=1[N:8]([CH2:34][CH2:35][C:36]([O:38][CH2:39][CH3:40])=[O:37])[C:9]([C:11]1[CH:33]=[CH:32][C:14]2[N:15]([CH3:31])[C:16]([CH2:18][NH:19][C:20]3[CH:25]=[CH:24][C:23]([C:26](=[NH:28])[NH2:27])=[CH:22][C:21]=3[O:29][CH3:30])=[N:17][C:13]=2[CH:12]=1)=[O:10].Cl[C:42]([O:44][CH2:45][CH3:46])=[O:43]>ClCCl.C(O)C>[N:2]1[CH:7]=[CH:6][CH:5]=[CH:4][C:3]=1[N:8]([CH2:34][CH2:35][C:36]([O:38][CH2:39][CH3:40])=[O:37])[C:9]([C:11]1[CH:33]=[CH:32][C:14]2[N:15]([CH3:31])[C:16]([CH2:18][NH:19][C:20]3[CH:25]=[CH:24][C:23]([C:26](=[NH:27])[NH:28][C:42]([O:44][CH2:45][CH3:46])=[O:43])=[CH:22][C:21]=3[O:29][CH3:30])=[N:17][C:13]=2[CH:12]=1)=[O:10] |f:0.1,3.4|. Procedure: Prepared analogously to Example 90 from 1-methyl-2-[N-(4-amidino-2-methoxyphenyl)aminomethyl]benzimidazol-5-yl-carboxylic acid-N-(2-pyridyl)-N-(2-ethoxycarbonylethyl)amide hydrochloride and ethyl chloroformate. Yield: 43% of theory, C31H35N7O6 (601.7); Rf value: 0.44 (silica gel; dichloromethane/ethanol=9:1); EKA mass spectrum: (M+H)+=602; (M+H+Na)++=312.8. Yields the product CCOCc1nc2c(N)nc3cc(-c4cccnc4)ccc3c2n1CCCCS(N)(=O)=O. Reaction SMILES: [NH2:1][c:2]1[n:3][c:4]2[cH:5][c:6](-[c:36]3[cH:37][n:38][cH:39][cH:40][cH:41]3)[cH:7][cH:8][c:9]2[c:10]2[c:11]1[n:12][c:13]([CH2:32][O:33][CH2:34][CH3:35])[n:14]2[CH2:15][CH2:16][CH2:17][CH2:18][S:19](=[O:20])(=[O:21])[NH:22][CH2:23][c:24]1[cH:25][cH:26][c:27]([O:28][CH3:29])[cH:30][cH:31]1.[OH:42][C:43]([C:44]([F:45])([F:46])[F:47])=[O:48]>>[NH2:1][c:2]1[n:3][c:4]2[cH:5][c:6](-[c:36]3[cH:37][n:38][cH:39][cH:40][cH:41]3)[cH:7][cH:8][c:9]2[c:10]2[c:11]1[n:12][c:13]([CH2:32][O:33][CH2:34][CH3:35])[n:14]2[CH2:15][CH2:16][CH2:17][CH2:18][S:19](=[O:20])(=[O:21])[NH2:22]. Starting materials: CCOCc1nc2c(N)nc3cc(-c4cccnc4)ccc3c2n1CCCCS(=O)(=O)NCc1ccc(OC)cc1, O=C(O)C(F)(F)F. Starting materials: Cl.N1(C=NC=C1)CCOC1=C(C=CC=C1)CC(=O)OCC (ethyl 2-[2-(1-imidazolyl)ethoxy]phenylacetate hydrochloride). The solvent is Cl (hydrochloric acid). The product is Cl.N1(C=NC=C1)CCOC1=C(C=CC=C1)CC(=O)O (2-[2-(1-imidazolyl)ethoxy]phenylacetic acid hydrochloride). As a reaction SMILES: [ClH:1].[N:2]1([CH2:7][CH2:8][O:9][C:10]2[CH:15]=[CH:14][CH:13]=[CH:12][C:11]=2[CH2:16][C:17]([O:19]CC)=[O:18])[CH:6]=[CH:5][N:4]=[CH:3]1>Cl>[ClH:1].[N:2]1([CH2:7][CH2:8][O:9][C:10]2[CH:15]=[CH:14][CH:13]=[CH:12][C:11]=2[CH2:16][C:17]([OH:19])=[O:18])[CH:6]=[CH:5][N:4]=[CH:3]1 |f:0.1,3.4|. Reported procedure: A solution of ethyl 2-[2-(1-imidazolyl)ethoxy]phenylacetate hydrochloride (3.5 g) in 5N hydrochloric acid (20 ml) was heated on a steam bath for 6 hours and then evaporated. The residue was crystallised from isopropanol to give 2-[2-(1-imidazolyl)ethoxy]phenylacetic acid hydrochloride, m.p. 146°-147°. Found: C, 54.69; H, 5.25; N, 9.80. C15H14N2O3.HCl requires: C, 55.22; H, 5.35; N, 9.91%. Starting materials: ClC1=CC(=NC=N1)NC1=CC=C2C=CC=NC2=C1 ((6-Chloropyrimidin-4-yl)-quinolin-7-yl-amine), FC1=CC=C(C=C1)[C@H](C)N1CCNCC1 (1-[(1S)-1-(4-fluorophenyl)ethyl]piperazine). The product is FC1=CC=C(C=C1)[C@H](C)N1CCN(CC1)C1=CC(=NC=N1)NC1=CC=C2C=CC=NC2=C1 ((6-{4-[(1S)-1-(4-Fluorophenyl)-ethyl]-piperazin-1-yl}-pyrimidin-4-yl)-quinolin-7-yl-amine). Reaction SMILES: Cl[C:2]1[N:7]=[CH:6][N:5]=[C:4]([NH:8][C:9]2[CH:18]=[C:17]3[C:12]([CH:13]=[CH:14][CH:15]=[N:16]3)=[CH:11][CH:10]=2)[CH:3]=1.[F:19][C:20]1[CH:25]=[CH:24][C:23]([C@@H:26]([N:28]2[CH2:33][CH2:32][NH:31][CH2:30][CH2:29]2)[CH3:27])=[CH:22][CH:21]=1>>[F:19][C:20]1[CH:25]=[CH:24][C:23]([C@@H:26]([N:28]2[CH2:29][CH2:30][N:31]([C:2]3[N:7]=[CH:6][N:5]=[C:4]([NH:8][C:9]4[CH:18]=[C:17]5[C:12]([CH:13]=[CH:14][CH:15]=[N:16]5)=[CH:11][CH:10]=4)[CH:3]=3)[CH2:32][CH2:33]2)[CH3:27])=[CH:22][CH:21]=1. Procedure details: (6-Chloropyrimidin-4-yl)-quinolin-7-yl-amine, Example 4(c), (59 mg, 0.23 mmol) was reacted with 1-[(1S)-1-(4-fluorophenyl)ethyl]piperazine (57 mg, 0.27 mmol, prepared from (1S)-1-(4-fluorophenyl)ethylamine (SynQuest) according steps (a) and (b) of Example 4) under the conditions of Example 4(d) to give the title compound. M.p.: 206-207° C. MS (ESI, pos. ion.) m/z: 429 (M+1). Reactants: CCOC(C)=O, OCc1ccccc1SCCCCCCOc1cccs1. Yields the product O=Cc1ccccc1SCCCCCCOc1cccs1. As a reaction SMILES: [CH3:22][CH2:23][O:24][C:25](=[O:26])[CH3:27].[s:1]1[c:2]([O:6][CH2:7][CH2:8][CH2:9][CH2:10][CH2:11][CH2:12][S:13][c:14]2[c:15]([CH2:16][OH:17])[cH:18][cH:19][cH:20][cH:21]2)[cH:3][cH:4][cH:5]1>>[s:1]1[c:2]([O:6][CH2:7][CH2:8][CH2:9][CH2:10][CH2:11][CH2:12][S:13][c:14]2[c:15]([CH:16]=[O:17])[cH:18][cH:19][cH:20][cH:21]2)[cH:3][cH:4][cH:5]1. The product is O=C(Nc1ccc(-n2ccc(=O)cc2)cc1)c1nc2ccccc2[nH]1. As a reaction SMILES: [CH2:34]1[O:35][CH2:36][CH2:37][CH2:38]1.[Cl:1][C:2]([c:3]1[n:4][c:5]2[c:6]([nH:7]1)[cH:8][cH:9][cH:10][cH:11]2)([Cl:12])[Cl:13].[Cl:39][CH2:40][Cl:41].[NH2:14][c:15]1[cH:16][cH:17][c:18](-[n:21]2[cH:22][cH:23][c:24](=[O:27])[cH:25][cH:26]2)[cH:19][cH:20]1.[Na+:32].[O-:28][C:29]([OH:30])=[O:31].[OH2:33]>>[C:2]([c:3]1[n:4][c:5]2[c:6]([nH:7]1)[cH:8][cH:9][cH:10][cH:11]2)([NH:14][c:15]1[cH:16][cH:17][c:18](-[n:21]2[cH:22][cH:23][c:24](=[O:27])[cH:25][cH:26]2)[cH:19][cH:20]1)=[O:28]. Starting materials: C1CCOC1, ClC(Cl)(Cl)c1nc2ccccc2[nH]1, ClCCl, Nc1ccc(-n2ccc(=O)cc2)cc1, [Na+], O=C([O-])O, O. Reactants: BrCCCCC[Si](C)(C)C(C)(C)C ((5-bromopentyl)(1,1-dimethylethyl)dimethyl silane), COC1=C(C=C2CNCC2=C1)O (2,3-Dihyro-6-methoxy-1H-isoindol-5-ol), COC(CC1=CC(=C(C=C1)OC)OC)=O (3,4-dimethoxyphenyl acetic acid methyl ester), [Na] (sodium). Run in C(C)OCC (diethyl ether), O (water), O1CCCC1 (tetrahydrofuran). Conditions: temperature -78 celsius, time 5 minute. Yields the product COC(C(C1=CC(=C(C=C1)OC)OC)CCCCCO[Si](C)(C)C(C)(C)C)=O (α-[5-[[(1,1-Dimethylethyl)dimethylsilyl]oxy]pentyl]-3,4-dimethoxybenzeneacetic acid methyl ester). As a reaction SMILES: COC1[CH:11]=[C:10]2[C:6](CNC2)=[CH:5][C:4]=1[OH:12].[CH3:13][O:14][C:15](=[O:27])[CH2:16][C:17]1[CH:22]=[CH:21][C:20]([O:23][CH3:24])=[C:19]([O:25][CH3:26])[CH:18]=1.[Na].BrCCCC[CH2:34][Si:35]([C:38]([CH3:41])([CH3:40])[CH3:39])(C)[CH3:36]>O1CCCC1.C(OCC)C.O>[CH3:13][O:14][C:15](=[O:27])[CH:16]([CH2:11][CH2:10][CH2:6][CH2:5][CH2:4][O:12][Si:35]([C:38]([CH3:41])([CH3:40])[CH3:39])([CH3:36])[CH3:34])[C:17]1[CH:22]=[CH:21][C:20]([O:23][CH3:24])=[C:19]([O:25][CH3:26])[CH:18]=1 |^1:27|. Procedure details: To a solution, -78° C. under argon, of 2 38 g of 3,4-dimethoxyphenyl acetic acid methyl ester in 30 ml of tetrahydrofuran is added 12.45 ml of 1.0M sodium hexamethylsidilazide. The solution is stirred at -78° C. for 5 minutes and then warmed to 0° C. for 1 hour. To this solution is added 3.5 g of (5-bromopentyl)(1,1-dimethylethyl)dimethyl silane. The reaction mixture is allowed to warm to room temperature and stirred for 12 hours. The mixture is diluted with diethyl ether and water, the layers a... Reactants: C(C)OC(=O)C1=NNC(=C1)C(CBr)=O (5-(2-bromoacetyl)pyrazole-3-carboxylic acid ethyl ester), C(C)(=S)N (thioacetamide). Run in C(C)O (ethanol). Reaction conditions: temperature 60 celsius, time 30 minute. Product: C(C)OC(=O)C1=NNC(=C1)C=1N=C(SC1)C (5-(2-methylthiazol-4-yl)pyrazole-3-carboxylic acid ethyl ester). Yield: 71.8%. As a reaction SMILES: [CH2:1]([O:3][C:4]([C:6]1[CH:10]=[C:9]([C:11](=O)[CH2:12]Br)[NH:8][N:7]=1)=[O:5])[CH3:2].[C:15]([NH2:18])(=[S:17])[CH3:16]>C(O)C>[CH2:1]([O:3][C:4]([C:6]1[CH:10]=[C:9]([C:11]2[N:18]=[C:15]([CH3:16])[S:17][CH:12]=2)[NH:8][N:7]=1)=[O:5])[CH3:2]. Reported procedure: A mixture of 5-(2-bromoacetyl)pyrazole-3-carboxylic acid ethyl ester (5.30 g), thioacetamide (1.60 g), and ethanol (100 ml) was stirred at 60° C. for 30 minutes and concentrated. The residue was dissolved in 50 ml of 2N HCl solution, and washed with ethyl ether (2×50 ml). The aqueous solution was separated and neutralized with solid NaHCO3. The mixture was then extracted with ethyl acetate (233 100 ml). The ethyl acetate solution was dried over sodium sulfate and concentrated to afford 3.46 g of...